From a dataset of the Open Reaction Database (ORD), a public repository of structured organic reaction records. describe an organic reaction: reactants, conditions, products, and yield Reported procedure: A stirred mixture of 2-methyl-2-phenyl-5-hydroxy-6,7-dichloro-1-indanone (2.05 g., 0.0067 mole), potassium carbonate (1.85 g., 0.0134 mole) and ethyl bromoacetate (2.23 g., 0.0134 mole) in dimethylformamide (30 ml.) is warmed at 55°-60° C. for 3 hours, then treated with potassium hydroxide (0.97 g., 0.0147 mole) dissolved in a minimum amount of water in methanol (30 ml.) and heated on a steam bath for 21/2 hours. The reaction mixture is poured into water (500 ml.), acidified with 6 N hydrochlori... Product: O=C1C(CC2=CC(=C(C(=C12)Cl)Cl)OCC(=O)O)(C1=CC=CC=C1)C ((1-Oxo-2-methyl-2-phenyl-6,7-dichloro-5-indanyloxy)acetic acid). Reactants: [OH-].[K+] (potassium hydroxide), CC1(C(C2=C(C(=C(C=C2C1)O)Cl)Cl)=O)C1=CC=CC=C1 (2-methyl-2-phenyl-5-hydroxy-6,7-dichloro-1-indanone), C([O-])([O-])=O.[K+].[K+] (potassium carbonate), BrCC(=O)OCC (ethyl bromoacetate), Cl (hydrochloric acid). As a reaction SMILES: [CH3:1][C:2]1([C:15]2[CH:20]=[CH:19][CH:18]=[CH:17][CH:16]=2)[CH2:10][C:9]2[C:4](=[C:5]([Cl:13])[C:6]([Cl:12])=[C:7]([OH:11])[CH:8]=2)[C:3]1=[O:14].C(=O)([O-])[O-].[K+].[K+].Br[CH2:28][C:29]([O:31]CC)=[O:30].[OH-].[K+].Cl>CN(C)C=O.O.CO>[O:14]=[C:3]1[C:4]2[C:9](=[CH:8][C:7]([O:11][CH2:28][C:29]([OH:31])=[O:30])=[C:6]([Cl:12])[C:5]=2[Cl:13])[CH2:10][C:2]1([CH3:1])[C:15]1[CH:20]=[CH:19][CH:18]=[CH:17][CH:16]=1 |f:1.2.3,5.6|. The solvent is O (water), CO (methanol), CN(C=O)C (dimethylformamide), O (water). Reactants: C(C(C)C)=O (isobutyraldehyde), O (water), COC(C1=C(C=CC(=C1)Cl)N=CC1=CC(=CC=C1)Br)=O (2-{[1-(3-bromo-phenyl)-methylidene]-amino}-5-chloro-benzoic acid methyl ester). Reagents/catalysts: O.[O-]S(=O)(=O)C(F)(F)F.[Yb+3].[O-]S(=O)(=O)C(F)(F)F.[O-]S(=O)(=O)C(F)(F)F (ytterbium(III) triflate hydrate). Run in O1CCCC1 (tetrahydrofuran). Reaction conditions: temperature 25 celsius, time 5 hour. Yields the product COC(=O)C=1C=C(C=C2C(C(C(NC12)C1=CC(=CC=C1)Br)(C)C)O)Cl (2-(3-bromo-phenyl)-6-chloro-4-hydroxy-3,3-dimethyl-1,2,3,4-tetrahydro-quinoline-8-carboxylic acid methyl ester). Isolated yield 100.5%. RXN SMILES: [CH3:1][O:2][C:3](=[O:20])[C:4]1[CH:9]=[C:8]([Cl:10])[CH:7]=[CH:6][C:5]=1[N:11]=[CH:12][C:13]1[CH:18]=[CH:17][CH:16]=[C:15]([Br:19])[CH:14]=1.[CH:21](=[O:25])[CH:22]([CH3:24])[CH3:23].O>O1CCCC1.O.[O-]S(C(F)(F)F)(=O)=O.[Yb+3].[O-]S(C(F)(F)F)(=O)=O.[O-]S(C(F)(F)F)(=O)=O>[CH3:1][O:2][C:3]([C:4]1[CH:9]=[C:8]([Cl:10])[CH:7]=[C:6]2[C:5]=1[NH:11][CH:12]([C:13]1[CH:18]=[CH:17][CH:16]=[C:15]([Br:19])[CH:14]=1)[C:22]([CH3:24])([CH3:23])[CH:21]2[OH:25])=[O:20] |f:4.5.6.7.8|. Procedure: To a mixture of 2-{[1-(3-bromo-phenyl)-methylidene]-amino}-5-chloro-benzoic acid methyl ester (5.3 g, 15 mmol) and ytterbium(III) triflate hydrate (0.93 g, 1.5 mmol) in dry tetrahydrofuran (10 mL) at 25° C. was added isobutyraldehyde (1.08 g, 15 mmol) and water (0.27 mL, 15 mmol) dropwise. The reaction mixture was stirred at 25° C. for 5 h. Then the reaction mixture was concentrated in vacuo and the residue was extracted with ethyl acetate (2×100 mL), washed with brine, dried over anhydrous sodi... The reactants are IC=1C=C2/C(/C(NC(C2=CC1)=O)=O)=C/NC1=CC=C(C=C1)N1CCNCC1 ((4Z)-6-iodo-4-{[(4-piperazin-1-ylphenyl)amino]methylene}isoquinoline-1,3(2H,4H)-dione), C(C)(=O)O[BH-](OC(C)=O)OC(C)=O.[Na+] (sodium triacetoxyborohydride), CC(=O)C (acetone), C(C)(=O)O (acetic acid), C([O-])(O)=O.[Na+] (sodium bicarbonate). Solvent: CN1C(CCC1)=O (N-methylpyrrolidinone), C(Cl)Cl (methylene chloride), C(Cl)Cl (methylene chloride). Run at time 1 hour. Yields the product IC=1C=C2/C(/C(NC(C2=CC1)=O)=O)=C/NC1=CC=C(C=C1)N1CCN(CC1)C(C)C ((4Z)-6-Iodo-4-({[4-(4-isopropylpiperazin-1-yl)phenyl]amino}methylene)isoquinoline-1,3(2H,4H)-dione). The yield is 72.8%. As a reaction SMILES: [I:1][C:2]1[CH:3]=[C:4]2[C:9](=[CH:10][CH:11]=1)[C:8](=[O:12])[NH:7][C:6](=[O:13])/[C:5]/2=[CH:14]\[NH:15][C:16]1[CH:21]=[CH:20][C:19]([N:22]2[CH2:27][CH2:26][NH:25][CH2:24][CH2:23]2)=[CH:18][CH:17]=1.C(O[BH-](OC(=O)C)OC(=O)C)(=O)C.[Na+].[CH3:42][C:43]([CH3:45])=O.C(O)(=O)C.C(=O)(O)[O-].[Na+]>CN1CCCC1=O.C(Cl)Cl>[I:1][C:2]1[CH:3]=[C:4]2[C:9](=[CH:10][CH:11]=1)[C:8](=[O:12])[NH:7][C:6](=[O:13])/[C:5]/2=[CH:14]\[NH:15][C:16]1[CH:17]=[CH:18][C:19]([N:22]2[CH2:23][CH2:24][N:25]([CH:43]([CH3:45])[CH3:42])[CH2:26][CH2:27]2)=[CH:20][CH:21]=1 |f:1.2,5.6|. Procedure details: (4Z)-6-iodo-4-{[(4-piperazin-1-ylphenyl)amino]methylene}isoquinoline-1,3(2H,4H)-dione (23.7 mg, 0.05 mmol) is dissolved in N-methylpyrrolidinone (0.5 mL) and methylene chloride (0.15 mL), followed by addition of sodium triacetoxyborohydride (122 mg, 0.575 mmol), acetone (0.095 mL, 1.29 mmol) and acetic acid (0.075 mL, 1.31 mmol). After stirring at room temperature for 1 h, methylene chloride and saturated sodium bicarbonate solution were added. The organic layer is separated and dried to give 18... Starting materials: CC(N)c1ccccc1, CCO, COc1ccc(-c2c(OC(C)C)c(=O)c2=O)cc1. Yields the product COc1ccc(-c2c(NC(C)c3ccccc3)c(=O)c2=O)cc1. Reaction SMILES: [CH3:19][CH:20]([c:21]1[cH:22][cH:23][cH:24][cH:25][cH:26]1)[NH2:27].[CH3:28][CH2:29][OH:30].[CH:1]([O:2][c:5]1[c:6](=[O:18])[c:7](=[O:17])[c:8]1-[c:9]1[cH:10][cH:11][c:12]([O:15][CH3:16])[cH:13][cH:14]1)([CH3:3])[CH3:4]>>[c:5]1([NH:27][CH:20]([CH3:19])[c:21]2[cH:22][cH:23][cH:24][cH:25][cH:26]2)[c:6](=[O:18])[c:7](=[O:17])[c:8]1-[c:9]1[cH:10][cH:11][c:12]([O:15][CH3:16])[cH:13][cH:14]1. The reactants are OO (hydrogen peroxide), FC(C(=O)OC(C(F)(F)F)=O)(F)F (trifluoroacetic anhydride), P(=O)(O)([O-])[O-].[Na+].[Na+] (disodium hydrogen phosphate), ClC(COC(=O)N1CC=CC1)(Cl)Cl (N-(β,β,β-trichloroethoxycarbonyl)-3-pyrroline). Run in O (water), C(Cl)Cl (methylene chloride), C(Cl)Cl (methylene chloride). Reaction conditions: time 15 minute. Product: O1C2CN(CC21)C(=O)OCC(Cl)(Cl)Cl (3,4-epoxy-1-(β,β,β-trichloroethoxycarbonyl)-pyrrolidine). RXN SMILES: OO.FC(F)(F)C(OC(=O)C(F)(F)F)=[O:6].P([O-])([O-])(O)=O.[Na+].[Na+].[Cl:23][C:24]([Cl:35])([Cl:34])[CH2:25][O:26][C:27]([N:29]1[CH2:33][CH:32]=[CH:31][CH2:30]1)=[O:28]>C(Cl)Cl.O>[O:6]1[CH:31]2[CH:32]1[CH2:33][N:29]([C:27]([O:26][CH2:25][C:24]([Cl:23])([Cl:34])[Cl:35])=[O:28])[CH2:30]2 |f:2.3.4|. Reported procedure: 12 ml of 90% strength hydrogen peroxide (0.48 mol) are dissolved in 40 ml of methylene chloride and the solution is treated at 0° with 63.5 ml (0.45 mol) of trifluoroacetic anhydride. After stirring for 15 minutes at 0°, the solution is added dropwise to a suspension, which is kept at 0°, of 196 g of anhydrous disodium hydrogen phosphate in 800 ml of methylene chloride, in which 41.8 g (0.17 mol) of N-(β,β,β-trichloroethoxycarbonyl)-3-pyrroline has been dissolved. Subsequently, the reaction mixt...